From a dataset of the Open Reaction Database (ORD), a public repository of structured organic reaction records. describe an organic reaction: reactants, conditions, products, and yield The reactants are [BH4-], [BH4-], [BH4-], [BH4-], C1CCOC1, CCO, COc1ccc(C2=CN3C(=O)c4cc(OC)c(OC)cc4N(COCC[Si](C)(C)C)C(=O)C3C2)cc1, [Na+], [Na+], [Na+], [Na+], O. The product is COc1ccc(C2=CN3C(=O)c4cc(OC)c(OC)cc4N=CC3C2)cc1. RXN SMILES: [BH4-:1].[BH4-:2].[BH4-:3].[BH4-:4].[CH2:48]1[O:49][CH2:50][CH2:51][CH2:52]1.[CH3:45][CH2:46][OH:47].[CH3:9][O:10][c:11]1[c:12]([O:43][CH3:44])[cH:13][c:14]2[c:15]([cH:42]1)[C:16](=[O:41])[N:17]1[CH:18]([C:19](=[O:29])[N:20]2[CH2:21][O:22][CH2:23][CH2:24][Si:25]([CH3:26])([CH3:27])[CH3:28])[CH2:30][C:31]([c:33]2[cH:34][cH:35][c:36]([O:39][CH3:40])[cH:37][cH:38]2)=[CH:32]1.[Na+:5].[Na+:6].[Na+:7].[Na+:8].[OH2:53]>>[CH3:9][O:10][c:11]1[c:12]([O:43][CH3:44])[cH:13][c:14]2[c:15]([cH:42]1)[C:16](=[O:41])[N:17]1[CH:18]([CH:19]=[N:20]2)[CH2:30][C:31]([c:33]2[cH:34][cH:35][c:36]([O:39][CH3:40])[cH:37][cH:38]2)=[CH:32]1. Procedure: To a mixture of 1.2 g of 5-(1-piperazinyl)-3,4-dihydrocarbostyril, 1.17 g of potassium carbonate and 20 ml of DMF was added 895 mg of 3,4-dichlorobenzyl chloride and the mixture was stirred at 60°-70° C. for 3 hours. The reaction mixture was poured into a large amount of water and extracted with chloroform. After washing with water the extract was dried over anhydrous sodium sulfate. Chloroform was distilled off and the residue was purified through silica gel column chromatography. After convers... Reactants: N1(CCNCC1)C1=C2CCC(NC2=CC=C1)=O (5-(1-piperazinyl)-3,4-dihydrocarbostyril), C([O-])([O-])=O.[K+].[K+] (potassium carbonate), CN(C)C=O (DMF), ClC=1C=C(CCl)C=CC1Cl (3,4-dichlorobenzyl chloride). Conditions: time 3 hour. Solvent: O (water). The yield is 16.7%. As a reaction SMILES: [N:1]1([C:7]2[CH:16]=[CH:15][CH:14]=[C:13]3[C:8]=2[CH2:9][CH2:10][C:11](=[O:17])[NH:12]3)[CH2:6][CH2:5][NH:4][CH2:3][CH2:2]1.C(=O)([O-])[O-].[K+].[K+].CN(C=O)C.[Cl:29][C:30]1[CH:31]=[C:32]([CH:35]=[CH:36][C:37]=1[Cl:38])[CH2:33]Cl>O>[OH2:17].[ClH:29].[Cl:29][C:30]1[CH:31]=[C:32]([CH:35]=[CH:36][C:37]=1[Cl:38])[CH2:33][N:4]1[CH2:5][CH2:6][N:1]([C:7]2[CH:16]=[CH:15][CH:14]=[C:13]3[C:8]=2[CH2:9][CH2:10][C:11](=[O:17])[NH:12]3)[CH2:2][CH2:3]1 |f:1.2.3,7.8.9|. The product is O.Cl.ClC=1C=C(CN2CCN(CC2)C2=C3CCC(NC3=CC=C2)=O)C=CC1Cl (5-[4-(3,4-dichlorobenzyl)-1-piperazinyl]-3,4-dihydrocarbostyril monohydrochloride monohydrate). The reactants are CN1C(=O)CCC2(C)c3ccc(Br)cc3CCC12, Cc1ccccc1, ClCCl, [Na+], [Na+], O=C([O-])[O-], OB(O)c1ccccc1, [Pd], c1ccc(P(c2ccccc2)c2ccccc2)cc1, c1ccc(P(c2ccccc2)c2ccccc2)cc1, c1ccc(P(c2ccccc2)c2ccccc2)cc1, c1ccc(P(c2ccccc2)c2ccccc2)cc1. Product: CN1C(=O)CCC2(C)c3ccc(-c4ccccc4)cc3CCC12. Reaction SMILES: [CH3:1][N:2]1[C:3](=[O:18])[CH2:4][CH2:5][C:6]2([CH3:17])[c:7]3[c:8]([cH:12][c:13]([Br:16])[cH:14][cH:15]3)[CH2:9][CH2:10][CH:11]12.[CH3:34][c:35]1[cH:36][cH:37][cH:38][cH:39][cH:40]1.[Cl:41][CH2:42][Cl:43].[Na+:28].[Na+:29].[O-:30][C:31](=[O:32])[O-:33].[OH:19][B:20]([OH:21])[c:22]1[cH:23][cH:24][cH:25][cH:26][cH:27]1.[Pd:44].[c:102]1([P:103]([c:104]2[cH:105][cH:106][cH:107][cH:108][cH:109]2)[c:110]2[cH:111][cH:112][cH:113][cH:114][cH:115]2)[cH:116][cH:117][cH:118][cH:119][cH:120]1.[c:45]1([P:46]([c:47]2[cH:48][cH:49][cH:50][cH:51][cH:52]2)[c:53]2[cH:54][cH:55][cH:56][cH:57][cH:58]2)[cH:59][cH:60][cH:61][cH:62][cH:63]1.[c:64]1([P:65]([c:66]2[cH:67][cH:68][cH:69][cH:70][cH:71]2)[c:72]2[cH:73][cH:74][cH:75][cH:76][cH:77]2)[cH:78][cH:79][cH:80][cH:81][cH:82]1.[c:83]1([P:84]([c:85]2[cH:86][cH:87][cH:88][cH:89][cH:90]2)[c:91]2[cH:92][cH:93][cH:94][cH:95][cH:96]2)[cH:97][cH:98][cH:99][cH:100][cH:101]1>>[CH3:1][N:2]1[C:3](=[O:18])[CH2:4][CH2:5][C:6]2([CH3:17])[c:7]3[c:8]([cH:12][c:13](-[c:22]4[cH:23][cH:24][cH:25][cH:26][cH:27]4)[cH:14][cH:15]3)[CH2:9][CH2:10][CH:11]12. Reactants: CC(C)=CCBr, CN(C)C=O, Cn1c(=O)[nH]c(=O)c2[nH]c(Cl)nc21, O. The product is CC(C)=CCn1c(Cl)nc2c1c(=O)[nH]c(=O)n2C. RXN SMILES: [Br:1][CH2:2][CH:3]=[C:4]([CH3:5])[CH3:6].[CH3:21][N:22]([CH3:23])[CH:24]=[O:25].[CH3:7][n:8]1[c:9](=[O:19])[nH:10][c:11](=[O:18])[c:12]2[nH:13][c:14]([Cl:17])[n:15][c:16]12.[OH2:20]>>[CH2:2]([CH:3]=[C:4]([CH3:5])[CH3:6])[n:13]1[c:12]2[c:11](=[O:18])[nH:10][c:9](=[O:19])[n:8]([CH3:7])[c:16]2[n:15][c:14]1[Cl:17]. Starting materials: Cc1c(Nc2ccc(Br)cc2F)c([N+](=O)[O-])c2n(c1=O)CCN2Cc1ccccc1, C1CCOC1, Cl, [Zn]. Product: Cc1c(Nc2ccc(Br)cc2F)c(N)c2n(c1=O)CCN2Cc1ccccc1. RXN SMILES: [CH2:1]([c:2]1[cH:3][cH:4][cH:5][cH:6][cH:7]1)[N:8]1[CH2:9][CH2:10][n:11]2[c:12]1[c:13]([N+:28]([O-:29])=[O:30])[c:14]([NH:19][c:20]1[c:21]([F:27])[cH:22][c:23]([Br:26])[cH:24][cH:25]1)[c:15]([CH3:18])[c:16]2=[O:17].[CH2:31]1[O:32][CH2:33][CH2:34][CH2:35]1.[ClH:36].[Zn:37]>>[CH2:1]([c:2]1[cH:3][cH:4][cH:5][cH:6][cH:7]1)[N:8]1[CH2:9][CH2:10][n:11]2[c:12]1[c:13]([NH2:28])[c:14]([NH:19][c:20]1[c:21]([F:27])[cH:22][c:23]([Br:26])[cH:24][cH:25]1)[c:15]([CH3:18])[c:16]2=[O:17]. Reactants: Cl.C(C)(C)(C)ON (O-(tert-Butyl)hydroxylamine hydrochloride), CN1CCOCC1 (4-methylmorpholine), OC1=CC=CC=2NN=NC21 (hydroxybenzotriazole), Cl.CN(CCCN=C=NCC)C (1-(3-dimethylaminopropyl)-3-ethylcarbodiimide hydrochloride), O(C1=CC=CC=C1)C1=CC=C(C=C1)SC1(CCOCC1)CC(=O)O (2-[4-(4-phenoxyphenylthio)-tetrahydropyran-4-yl]acetic acid), Cl (hydrochloric acid). The solvent is C(Cl)Cl (methylene chloride). Run at time 3 hour. Yields the product C(C)(C)(C)ONC(CC1(CCOCC1)SC1=CC=C(C=C1)OC1=CC=CC=C1)=O (N-tert-butoxy-2-[4-(4-phenoxyphenylthio)-tetrahydropyran-4-yl]-acetamide). The yield is 72.5%. As a reaction SMILES: Cl.[C:2]([O:6][NH2:7])([CH3:5])([CH3:4])[CH3:3].CN1CCOCC1.OC1C2N=NNC=2C=CC=1.Cl.CN(C)CCCN=C=NCC.[O:37]([C:44]1[CH:49]=[CH:48][C:47]([S:50][C:51]2([CH2:57][C:58](O)=[O:59])[CH2:56][CH2:55][O:54][CH2:53][CH2:52]2)=[CH:46][CH:45]=1)[C:38]1[CH:43]=[CH:42][CH:41]=[CH:40][CH:39]=1.Cl>C(Cl)Cl>[C:2]([O:6][NH:7][C:58](=[O:59])[CH2:57][C:51]1([S:50][C:47]2[CH:48]=[CH:49][C:44]([O:37][C:38]3[CH:39]=[CH:40][CH:41]=[CH:42][CH:43]=3)=[CH:45][CH:46]=2)[CH2:52][CH2:53][O:54][CH2:55][CH2:56]1)([CH3:5])([CH3:4])[CH3:3] |f:0.1,4.5|. Procedure: O-(tert-Butyl)hydroxylamine hydrochloride (9.57 g), 4-methylmorpholine (15.64 ml), hydroxybenzotriazole (6.87 g), and 1-(3-dimethylaminopropyl)-3-ethylcarbodiimide hydrochloride (19.5 g) was added to a solution of 2-[4-(4-phenoxyphenylthio)-tetrahydropyran-4-yl]acetic acid (17.5 g) in methylene chloride (200 ml). After stirring for 3 hours at room temperature, 0.5 M hydrochloric acid (200 ml) was added to the mixture, and the mixture extracted with methylene chloride. The solvent was removed fro... The reactants are ClCCl, CN=C=S, Nc1nc2ccccc2c2c1ncn2CCC1CCNCC1. Yields the product CNC(=S)N1CCC(CCn2cnc3c(N)nc4ccccc4c32)CC1. As a reaction SMILES: [CH2:27]([Cl:28])[Cl:29].[CH3:23][N:24]=[C:25]=[S:26].[NH2:1][c:2]1[n:3][c:4]2[cH:5][cH:6][cH:7][cH:8][c:9]2[c:10]2[c:11]1[n:12][cH:13][n:14]2[CH2:15][CH2:16][CH:17]1[CH2:18][CH2:19][NH:20][CH2:21][CH2:22]1>>[NH2:1][c:2]1[n:3][c:4]2[cH:5][cH:6][cH:7][cH:8][c:9]2[c:10]2[c:11]1[n:12][cH:13][n:14]2[CH2:15][CH2:16][CH:17]1[CH2:18][CH2:19][N:20]([C:25]([NH:24][CH3:23])=[S:26])[CH2:21][CH2:22]1. Run at time 30 minute. As a reaction SMILES: [F:1][C:2]1[C:11]2[C:10](=[O:12])[CH:9]([C:13]3[CH:18]=[CH:17][C:16]([OH:19])=[CH:15][N:14]=3)[CH2:8][CH2:7][C:6]=2[CH:5]=[C:4]([O:20][CH2:21][CH2:22][CH2:23][CH2:24][CH2:25][CH2:26][CH2:27][CH3:28])[N:3]=1.[H-].[Na+].[CH2:31](Br)[CH2:32][CH2:33][CH2:34][CH2:35][CH2:36][CH2:37][CH3:38].O>CN(C=O)C>[CH2:31]([O:19][C:16]1[CH:17]=[CH:18][C:13]([CH:9]2[C:10](=[O:12])[C:11]3[C:2]([F:1])=[N:3][C:4]([O:20][CH2:21][CH2:22][CH2:23][CH2:24][CH2:25][CH2:26][CH2:27][CH3:28])=[CH:5][C:6]=3[CH2:7][CH2:8]2)=[N:14][CH:15]=1)[CH2:32][CH2:33][CH2:34][CH2:35][CH2:36][CH2:37][CH3:38] |f:1.2|. Product: C(CCCCCCC)OC=1C=CC(=NC1)C1CCC=2C=C(N=C(C2C1=O)F)OCCCCCCCC (7-[5-(octyloxy)pyridin-2-yl]-1-fluoro-3-octyloxy-6,7-dihydro-5H-isoquinolin-8-one). Reported procedure: 10 mmol of 1-fluoro-7-(5-hydroxypyridin-2-yl)-3-octyloxy-6,7-dihydro-5H-isoquinolin-8-one are dissolved in 50 ml of DMF, and 11 mmol of sodium hydride are added. After the mixture has been stirred for 30 minutes, 11 mmol of 1-octyl bromide are added dropwise, and the mixture is stirred at 60° C. for a further 140 minutes and poured into water. The mixture is extracted with dichloromethane, the combined organic phases are dried, the solvent is removed in vacuo and the residue is chromatographed o... Run in CN(C)C=O (DMF). Starting materials: O (water), FC1=NC(=CC=2CCC(C(C12)=O)C1=NC=C(C=C1)O)OCCCCCCCC (1-fluoro-7-(5-hydroxypyridin-2-yl)-3-octyloxy-6,7-dihydro-5H-isoquinolin-8-one), C(CCCCCCC)Br (1-octyl bromide), [H-].[Na+] (sodium hydride). The yield is 75.5%. Procedure: Methyl 8-fluoro-4-oxothiochromane-3-carboxylate (1.19 g, 4.95 mmol) and 4-hydrazinobenzoic acid (755 mg, 4.95 mmol) were mixed with glacial acetic acid (10 ml). The mixture was heated to reflux for 4 h. Excess acetic acid was removed under vacuum to give an orange oil. Ethyl acetate (10 ml) was added and the mixture sonicated. Precipitation of an orange solid was observed. The solids were collected by filtration and washed with ethyl acetate. The filter cake was taken up in dimethyl suphoxide (1... The product is FC1=CC=CC2=C1SC=C1C2=NN(C1=O)C1=CC=C(C(=O)O)C=C1 (4-(6-fluoro-3-oxothiochromeno[4,3-c]pyrazol-2(3H)-yl)benzoic acid), powder. Starting materials: FC=1C=CC=C2C(C(CSC12)C(=O)OC)=O (Methyl 8-fluoro-4-oxothiochromane-3-carboxylate), N(N)C1=CC=C(C(=O)O)C=C1 (4-hydrazinobenzoic acid), C(C)(=O)O (acetic acid). Solvent: C(C)(=O)OCC (Ethyl acetate). Yield: 10.3%. Reaction SMILES: [F:1][C:2]1[CH:3]=[CH:4][CH:5]=[C:6]2[C:11]=1[S:10][CH2:9][CH:8]([C:12]([O:14]C)=O)[C:7]2=O.[NH:17]([C:19]1[CH:27]=[CH:26][C:22]([C:23]([OH:25])=[O:24])=[CH:21][CH:20]=1)[NH2:18].C(O)(=O)C>C(OCC)(=O)C>[F:1][C:2]1[C:11]2[S:10][CH:9]=[C:8]3[C:12](=[O:14])[N:17]([C:19]4[CH:20]=[CH:21][C:22]([C:23]([OH:25])=[O:24])=[CH:26][CH:27]=4)[N:18]=[C:7]3[C:6]=2[CH:5]=[CH:4][CH:3]=1. The reactants are ClCC([C@H]1CC[C@H]2[C@@H]3CC[C@H]4C[C@@H]([C@H](C[C@]4(C)[C@H]3C(C[C@]12C)=O)N1CC(OCC1)(C)C)O)=O ((2β,3α,5α)-21-chloro-3-hydroxy-2-(2,2-dimethyl-4-morpholinyl)pregnane-11,20-dione), CS(=O)(=O)O (methanesulfonic acid). The product is CS(=O)(=O)O.ClCC([C@H]1CC[C@H]2[C@@H]3CC[C@H]4C[C@@H]([C@H](C[C@]4(C)[C@H]3C(C[C@]12C)=O)N1CC(OCC1)(C)C)O)=O ((2β,3α,5α)-21-chloro-3-hydroxy-2-(2,2-dimethyl-4-morpholinyl)-pregnane-11,20-dione methanesulfonate). RXN SMILES: [Cl:1][CH2:2][C:3](=[O:33])[C@@H:4]1[C@:21]2([CH3:22])[C@H:7]([C@H:8]3[C@H:18]([C:19](=[O:23])[CH2:20]2)[C@:16]2([CH3:17])[C@H:11]([CH2:12][C@H:13]([OH:32])[C@@H:14]([N:24]4[CH2:29][CH2:28][O:27][C:26]([CH3:31])([CH3:30])[CH2:25]4)[CH2:15]2)[CH2:10][CH2:9]3)[CH2:6][CH2:5]1.[CH3:34][S:35]([OH:38])(=[O:37])=[O:36]>>[CH3:34][S:35]([OH:38])(=[O:37])=[O:36].[Cl:1][CH2:2][C:3](=[O:33])[C@@H:4]1[C@:21]2([CH3:22])[C@H:7]([C@H:8]3[C@H:18]([C:19](=[O:23])[CH2:20]2)[C@:16]2([CH3:17])[C@H:11]([CH2:12][C@H:13]([OH:32])[C@@H:14]([N:24]4[CH2:29][CH2:28][O:27][C:26]([CH3:31])([CH3:30])[CH2:25]4)[CH2:15]2)[CH2:10][CH2:9]3)[CH2:6][CH2:5]1 |f:2.3|. Procedure: With the 21-chloro compound of Example 2 and methanesulfonic acid as starting materials, (2β,3α,5α)-21-chloro-3-hydroxy-2-(2,2-dimethyl-4-morpholinyl)-pregnane-11,20-dione methanesulfonate (1:1) salt was formed. [α]D +104.3° (c 1.20).